Dataset: the Open Reaction Database (ORD), a public repository of structured organic reaction records. Task: describe an organic reaction: reactants, conditions, products, and yield Reactants: CC(=O)N1CCC(O)CC1, CN(C)C=O, ClCc1ccc(Cl)cc1, [H-], [Na+], O. The product is CC(=O)N1CCC(OCc2ccc(Cl)cc2)CC1. Reaction SMILES: [C:1]([CH3:2])(=[O:3])[N:4]1[CH2:5][CH2:6][CH:7]([OH:10])[CH2:8][CH2:9]1.[CH3:23][N:24]([CH3:25])[CH:26]=[O:27].[Cl:13][c:14]1[cH:15][cH:16][c:17]([CH2:18][Cl:19])[cH:20][cH:21]1.[H-:11].[Na+:12].[OH2:22]>>[C:1]([CH3:2])(=[O:3])[N:4]1[CH2:5][CH2:6][CH:7]([O:10][CH2:18][c:17]2[cH:16][cH:15][c:14]([Cl:13])[cH:21][cH:20]2)[CH2:8][CH2:9]1. RXN SMILES: [C:26]([OH:27])(=[O:28])[CH3:29].[ClH:30].[O:1]=[C:2]([CH2:3][C:4](=[O:5])[O:6][CH3:7])[CH:8]([CH3:9])[c:10]1[cH:11][cH:12][c:13]([NH:16][c:17]2[s:18][cH:19][c:20]([C:22]([F:23])([F:24])[F:25])[n:21]2)[cH:14][cH:15]1>>[O:1]=[C:2]([CH2:3][C:4](=[O:5])[OH:6])[CH:8]([CH3:9])[c:10]1[cH:11][cH:12][c:13]([NH:16][c:17]2[s:18][cH:19][c:20]([C:22]([F:23])([F:24])[F:25])[n:21]2)[cH:14][cH:15]1. Yields the product CC(C(=O)CC(=O)O)c1ccc(Nc2nc(C(F)(F)F)cs2)cc1. The reactants are CC(=O)O, Cl, COC(=O)CC(=O)C(C)c1ccc(Nc2nc(C(F)(F)F)cs2)cc1. Reactants: C1(=CC=CC=C1)C1CN=C2SCCCN21 (3-phenyl-2,3,6,7-tetrahydro-5H-imidazo[2,1-b][1,3]thiazine), C(=O)=O (carbon dioxide). Solvent: [OH-].[Na+] (sodium hydroxide). Yields the product SCCCN1C(NCC1C1=CC=CC=C1)=O (1-(3-Mercaptopropyl)-5-phenyl-2-imidazolidinone). RXN SMILES: [C:1]1([CH:7]2[N:15]3[C:10]([S:11][CH2:12][CH2:13][CH2:14]3)=[N:9][CH2:8]2)[CH:6]=[CH:5][CH:4]=[CH:3][CH:2]=1.C(=O)=[O:17]>[OH-].[Na+]>[SH:11][CH2:12][CH2:13][CH2:14][N:15]1[CH:7]([C:1]2[CH:6]=[CH:5][CH:4]=[CH:3][CH:2]=2)[CH2:8][NH:9][C:10]1=[O:17] |f:2.3|. Procedure: A mixture of 55.0 g of 3-phenyl-2,3,6,7-tetrahydro-5H-imidazo[2,1-b][1,3]thiazine and 540 ml of 0.5N sodium hydroxide solution is stirred and refluxed under nitrogen for thirty hours. The solution is cooled, neutralized to pH 8 with carbon dioxide and extracted with methylene chloride. The organic extracts are dried over magnesium sulfate, filtered and concentrated in vacuo to yield a colorless solid. Recrystallization from isopropyl acetate yields the product of this example, 53.8 g, m.p. 97°-9... Reactants: ClCCl, CC(C)(C)OC(=O)N1CCC(Oc2ccccc2C(F)(F)F)CC1, O=C(O)C(F)(F)F. The product is FC(F)(F)c1ccccc1OC1CCNCC1. As a reaction SMILES: [Cl:32][CH2:33][Cl:34].[F:8][C:9]([c:10]1[c:11]([O:12][CH:13]2[CH2:14][CH2:15][N:16]([C:19]([O:20][C:21]([CH3:22])([CH3:23])[CH3:24])=[O:25])[CH2:17][CH2:18]2)[cH:26][cH:27][cH:28][cH:29]1)([F:30])[F:31].[OH:1][C:2]([C:3]([F:4])([F:5])[F:6])=[O:7]>>[F:8][C:9]([c:10]1[c:11]([O:12][CH:13]2[CH2:14][CH2:15][NH:16][CH2:17][CH2:18]2)[cH:26][cH:27][cH:28][cH:29]1)([F:30])[F:31]. As a reaction SMILES: [CH3:1][C:2]1([CH3:7])[O:3][CH:4]([CH:8]([CH2:9][CH2:10][CH2:11][CH3:12])[C:13](=[O:14])[N:15]2[CH:16]([C:20](=[O:21])[NH2:22])[CH2:17][CH2:18][CH2:19]2)[C:5](=[O:23])[O:6]1.[NH2:24][OH:25].[O:26]1[CH2:27][CH2:28][O:29][CH2:30][CH2:31]1>>[OH:3][CH:4]([C:5](=[O:6])[NH:24][OH:25])[CH:8]([CH2:9][CH2:10][CH2:11][CH3:12])[C:13](=[O:14])[N:15]1[CH:16]([C:20](=[O:21])[NH2:22])[CH2:17][CH2:18][CH2:19]1. Product: CCCCC(C(=O)N1CCCC1C(N)=O)C(O)C(=O)NO. Starting materials: CCCCC(C(=O)N1CCCC1C(N)=O)C1OC(C)(C)OC1=O, NO, C1COCCO1. The reactants are O=C1C2=C(N=C3N1C=C(C=C3)C(=O)O)CCC2 (1,2,3,10-tetrahydro-10-oxo-cyclopenta[d]pyrido[1,2-a]pyrimidine-7-carboxylic acid), C[O-].[Na+] (sodium methoxide), CC1=C(C=O)C=CC=C1 (2-methyl-benzaldehyde). The solvent is CO (methanol). The product is CC1=C(C=C2CCC3=C2N=C2N(C3=O)C=C(C=C2)C(=O)O)C=CC=C1 (3-(2-methyl-benzylidene)-1,2,3,10-tetrahydro-10-oxo-cyclopenta[d]pyrido[1,2-a]pyrimidine-7-carboxylic acid). Isolated yield 42.2%. Reaction SMILES: [O:1]=[C:2]1[N:7]2[CH:8]=[C:9]([C:12]([OH:14])=[O:13])[CH:10]=[CH:11][C:6]2=[N:5][C:4]2[CH2:15][CH2:16][CH2:17][C:3]1=2.C[O-].[Na+].[CH3:21][C:22]1[CH:29]=[CH:28][CH:27]=[CH:26][C:23]=1[CH:24]=O>CO>[CH3:21][C:22]1[CH:29]=[CH:28][CH:27]=[CH:26][C:23]=1[CH:24]=[C:15]1[C:4]2[N:5]=[C:6]3[CH:11]=[CH:10][C:9]([C:12]([OH:14])=[O:13])=[CH:8][N:7]3[C:2](=[O:1])[C:3]=2[CH2:17][CH2:16]1 |f:1.2|. Procedure: 1,2,3,10-tetrahydro-10-oxo-cyclopenta[d]pyrido[1,2-a]pyrimidine-7-carboxylic acid (3.12 g) in methanol (145 ml) containing 2.9 g of sodium methoxide was reacted with 4.86 g of 2-methyl-benzaldehyde under stirring at reflux temperature for 144 hours. After cooling and concentration in vacuo to a small volume, the precipitate was filtered and treated with acetic acid and then with water: the crude compound was recovered by filtration, washed with water until neutral and crystallized from CH2Cl2 /m... As a reaction SMILES: [C:39].[CH3:1][O:2][c:3]1[cH:4][c:5]2[c:6]([N:15]3[CH2:16][CH2:17][N:18]([C:21](=[O:22])[NH:23][c:24]4[cH:25][cH:26][c:27]([N+:30]([O-:31])=[O:32])[cH:28][cH:29]4)[CH2:19][CH2:20]3)[n:7][cH:8][n:9][c:10]2[cH:11][c:12]1[O:13][CH3:14].[CH3:35][CH2:36][OH:37].[H:33][H:34].[OH2:38].[Pd:40]>>[CH3:1][O:2][c:3]1[cH:4][c:5]2[c:6]([N:15]3[CH2:16][CH2:17][N:18]([C:21](=[O:22])[NH:23][c:24]4[cH:25][cH:26][c:27]([NH2:30])[cH:28][cH:29]4)[CH2:19][CH2:20]3)[n:7][cH:8][n:9][c:10]2[cH:11][c:12]1[O:13][CH3:14]. Starting materials: C, COc1cc2ncnc(N3CCN(C(=O)Nc4ccc([N+](=O)[O-])cc4)CC3)c2cc1OC, CCO, [H][H], O, [Pd]. Yields the product COc1cc2ncnc(N3CCN(C(=O)Nc4ccc(N)cc4)CC3)c2cc1OC.